This data is from the Open Reaction Database (ORD), a public repository of structured organic reaction records. The task is: describe an organic reaction: reactants, conditions, products, and yield Yields the product NP(N)(=O)N1CCCC(NCc2ccccc2)C1=O. As a reaction SMILES: [CH2:1]([c:2]1[cH:3][cH:4][cH:5][cH:6][cH:7]1)[N:8]([CH:9]1[C:10](=[O:19])[N:11]([P:15](=[O:16])([NH2:17])[NH2:18])[CH2:12][CH2:13][CH2:14]1)[C:20]([O:21][CH2:22][c:23]1[cH:24][cH:25][cH:26][cH:27][cH:28]1)=[O:29].[CH3:30][CH2:31][OH:32].[Pd:33]>>[CH2:1]([c:2]1[cH:3][cH:4][cH:5][cH:6][cH:7]1)[NH:8][CH:9]1[C:10](=[O:19])[N:11]([P:15](=[O:16])([NH2:17])[NH2:18])[CH2:12][CH2:13][CH2:14]1. Starting materials: NP(N)(=O)N1CCCC(N(Cc2ccccc2)C(=O)OCc2ccccc2)C1=O, CCO, [Pd]. Starting materials: CC1=C(C=2C=C(C=CC2N1C(=O)C=3C=CC(=CC3)Cl)OC)CC(=O)O (indometacin), C([O-])([O-])=O.[K+].[K+] (potassium carbonate), ClCC(=O)OCC=CC1=CC=CC=C1 (cinnamyl chloroacetate). The reagents and catalysts are [Cl-].C(C1=CC=CC=C1)[N+](CC)(CC)CC (benzyltriethylammonium chloride). Run in CC(=O)C (acetone). Conditions: time 3.5 hour. The product is ClC1=CC=C(C(=O)N2C(=C(C3=CC(=CC=C23)OC)CC(=O)OCC(=O)OCC=CC2=CC=CC=C2)C)C=C1 (Cinnamyl 1-(4-chlorobenzoyl)-5-methoxy-2-methyl-3-indoleacetoxyacetate). RXN SMILES: [CH3:1][C:2]1[N:10]([C:11]([C:13]2[CH:14]=[CH:15][C:16]([Cl:19])=[CH:17][CH:18]=2)=[O:12])[C:9]2[CH:8]=[CH:7][C:6]([O:20][CH3:21])=[CH:5][C:4]=2[C:3]=1[CH2:22][C:23]([OH:25])=[O:24].C(=O)([O-])[O-].[K+].[K+].Cl[CH2:33][C:34]([O:36][CH2:37][CH:38]=[CH:39][C:40]1[CH:45]=[CH:44][CH:43]=[CH:42][CH:41]=1)=[O:35]>[Cl-].C([N+](CC)(CC)CC)C1C=CC=CC=1.CC(C)=O>[Cl:19][C:16]1[CH:15]=[CH:14][C:13]([C:11]([N:10]2[C:9]3[C:4](=[CH:5][C:6]([O:20][CH3:21])=[CH:7][CH:8]=3)[C:3]([CH2:22][C:23]([O:25][CH2:33][C:34]([O:36][CH2:37][CH:38]=[CH:39][C:40]3[CH:41]=[CH:42][CH:43]=[CH:44][CH:45]=3)=[O:35])=[O:24])=[C:2]2[CH3:1])=[O:12])=[CH:18][CH:17]=1 |f:1.2.3,5.6|. Procedure details: 10 g of indometacin, 4 g of potassium carbonate, 0.3 g of benzyltriethylammonium chloride and 50 ml of acetone are stirred for 30 minutes at 50°-60° C. After addition of 6.32 g of cinnamyl chloroacetate stirring is continued for 3 to 4 hours at 40° C. (check by thin layer chromatography). After filtration, and distilling off the solvent, the residue is recrystallized first from ether/petroleum ether and then from acetone/water. Reactants: Cl[O-].[Na+] (sodium hypochlorite), C(C1=CC=CC=C1)OC=1C=CC(=C(C1)\C=N\O)Br ((E)-1-(5-(benzyloxy)-2-bromophenyl)-N-hydroxymethanimine), C=C(C(=O)OC(C)(C)C)CC(=O)OC(C)(C)C (di-tert-butyl 2-methylenesuccinate). Run in C1CCOC1 (THF), C(C)(=O)OCC (ethyl acetate), Cl (hydrochloric acid). Run at time 2 hour. Yields the product C(C1=CC=CC=C1)OC=1C=CC(=C(C1)C1=NOC(C1)(C(=O)OC(C)(C)C)CC(=O)OC(C)(C)C)Br (tert-Butyl 3-(5-(benzyloxy)-2-bromophenyl)-5-(2-tert-butoxy-2-oxoethyl)-4,5-dihydro-1,2-oxazole-5-carboxylate). Isolated yield 82.1%. As a reaction SMILES: Cl[O-].[Na+].[CH2:4]([O:11][C:12]1[CH:13]=[CH:14][C:15]([Br:21])=[C:16](/[CH:18]=[N:19]/[OH:20])[CH:17]=1)[C:5]1[CH:10]=[CH:9][CH:8]=[CH:7][CH:6]=1.[CH2:22]=[C:23]([CH2:31][C:32]([O:34][C:35]([CH3:38])([CH3:37])[CH3:36])=[O:33])[C:24]([O:26][C:27]([CH3:30])([CH3:29])[CH3:28])=[O:25]>C1COCC1.C(OCC)(=O)C.Cl>[CH2:4]([O:11][C:12]1[CH:13]=[CH:14][C:15]([Br:21])=[C:16]([C:18]2[CH2:22][C:23]([CH2:31][C:32]([O:34][C:35]([CH3:36])([CH3:38])[CH3:37])=[O:33])([C:24]([O:26][C:27]([CH3:30])([CH3:28])[CH3:29])=[O:25])[O:20][N:19]=2)[CH:17]=1)[C:5]1[CH:6]=[CH:7][CH:8]=[CH:9][CH:10]=1 |f:0.1|. Procedure: An aqueous sodium hypochlorite solution (5%, 16.42 g) was added dropwise to a solution of (E)-1-(5-(benzyloxy)-2-bromophenyl)-N-hydroxymethanimine (3.07 g) and di-tert-butyl 2-methylenesuccinate (2.43 g) in THF (30 mL) at 0 C, and the obtained mixture was stirred at 0 C for 2 hours. The reaction mixture was diluted with ethyl acetate, and 1 M hydrochloric acid was added thereto. The organic layer was washed with brine and dried over anhydrous magnesium sulfate, and then, the solvent was distille... Starting materials: C(C)(=O)OC=1C=C2C(CC(OC2=CC1C(C)(C)C)(C)COC1=C(C=CC(=C1)N)C)=O (6-acetoxy-2-(5-amino-2-methylphenoxymethyl)-7-t-butyl-2-methylchroman-4-one), N(=O)[O-].[Na+] (sodium nitrite), Cl (hydrochloric acid), C(C=C)(=O)OCC (ethyl acrylate), cuprous oxide. Run in CC(=O)C (acetone). Yields the product C(C)(=O)OC=1C=C2C(CC(OC2=CC1C(C)(C)C)(C)COC=1C=C(C=CC1C)CC(C(=O)OCC)Cl)=O (Ethyl 3-[3-(6-acetoxy-7-t-butyl-2-methyl-4-oxochroman-2-ylmethoxy)-4-methylphenyl]-2-chloropropionate). RXN SMILES: [C:1]([O:4][C:5]1[CH:6]=[C:7]2[C:12](=[CH:13][C:14]=1[C:15]([CH3:18])([CH3:17])[CH3:16])[O:11][C:10]([CH2:20][O:21][C:22]1[CH:27]=[C:26](N)[CH:25]=[CH:24][C:23]=1[CH3:29])([CH3:19])[CH2:9][C:8]2=[O:30])(=[O:3])[CH3:2].N([O-])=O.[Na+].[ClH:35].[C:36]([O:40][CH2:41][CH3:42])(=[O:39])[CH:37]=[CH2:38]>CC(C)=O>[C:1]([O:4][C:5]1[CH:6]=[C:7]2[C:12](=[CH:13][C:14]=1[C:15]([CH3:18])([CH3:17])[CH3:16])[O:11][C:10]([CH2:20][O:21][C:22]1[CH:27]=[C:26]([CH2:38][CH:37]([Cl:35])[C:36]([O:40][CH2:41][CH3:42])=[O:39])[CH:25]=[CH:24][C:23]=1[CH3:29])([CH3:19])[CH2:9][C:8]2=[O:30])(=[O:3])[CH3:2] |f:1.2|. Procedure details: Following the same procedure as described in Preparation 25, 5.53 g of 6-acetoxy-2-(5-amino-2-methylphenoxymethyl)-7-t-butyl-2-methylchroman-4-one (prepared as described in Preparation 41), 1.2 g of sodium nitrite, 2.4 ml of concentrated hydrochloric acid, 14 ml of ethyl acrylate, 190 ml of cuprous oxide and 50 ml of acetone were reacted, to give the title compound as a pale yellow oil. Reactants: BrCCBr, C1CCOC1, C[Si](C)(C)Cl, Cc1cccc(Cl)c1, [Mg]. Yields the product Cc1cccc([Si](C)(C)C)c1. Reaction SMILES: [Br:9][CH2:10][CH2:11][Br:12].[CH2:19]1[O:20][CH2:21][CH2:22][CH2:23]1.[CH3:14][Si:15]([Cl:16])([CH3:17])[CH3:18].[Cl:1][c:2]1[cH:3][c:4]([CH3:8])[cH:5][cH:6][cH:7]1.[Mg:13]>>[c:2]1([Si:15]([CH3:14])([CH3:17])[CH3:18])[cH:3][c:4]([CH3:8])[cH:5][cH:6][cH:7]1. Reactants: C(C1=CC=CC=C1)N1C[C@H](N(CC1)C(=O)OC(C)(C)C)C1=CC=C(C=C1)Cl ((R)-1-benzyl-4-(tert-butoxycarbonyl)-3-(4-chlorophenyl)piperazine), ClC(=O)OC(C)Cl (1-chloroethyl chloroformate). Run in ClCCCl (1,2-dichloroethane). Product: Cl.Cl.ClC1=CC=C(C=C1)[C@H]1NCCNC1 ((R)-2-(4-chlorophenyl)piperazine dihydrochloride). As a reaction SMILES: C([N:8]1[CH2:13][CH2:12][N:11](C(OC(C)(C)C)=O)[C@H:10]([C:21]2[CH:26]=[CH:25][C:24]([Cl:27])=[CH:23][CH:22]=2)[CH2:9]1)C1C=CC=CC=1.[Cl:28]C(OC(Cl)C)=O>ClCCCl>[ClH:27].[ClH:28].[Cl:27][C:24]1[CH:23]=[CH:22][C:21]([C@@H:10]2[CH2:9][NH:8][CH2:13][CH2:12][NH:11]2)=[CH:26][CH:25]=1 |f:3.4.5|. Procedure details: To a solution of (R)-1-benzyl-4-(tert-butoxycarbonyl)-3-(4-chlorophenyl)piperazine (11.6 g, 30.1 mmol) in 1,2-dichloroethane (80 ml) was added 1-chloroethyl chloroformate (4.91 ml, 45.1 mmol) at room temperature. Upon disappearance of the starting material, the reaction mixture was concentrated under reduced pressure. The residue was then dissolved in methanol (100 ml) and refluxed for 30 min. The resulting white precipitate was filtered and washed with methanol to afford (R)-2-(4-chlorophenyl)p...